From a dataset of the Open Reaction Database (ORD), a public repository of structured organic reaction records. describe an organic reaction: reactants, conditions, products, and yield Reactants: O[C@H](C)[C@@H]1[C@@H]2N([C@H](C(C2)=O)C(=O)OCC2=CC=C(C=C2)[N+](=O)[O-])C1=O (4-nitrobenzyl (3R,5R,6S)-6-((1R)-1-hydroxyethyl)-2-oxo-1-carbapenam-3-carboxylate), [N+](=O)([O-])C1=CC=C(COC(=O)NCCSC=2N=CN3C2SC(=C3)[Sn](CCCC)(CCCC)CCCC)C=C1 (7-[2-(4-nitrobenzyloxycarbonyl)aminoethyl]thio-2-(tri-n-butylstannyl)imidazo[5,1-b]thiazole). Yields the product O[C@H](C)[C@@H]1[C@@H]2N(C(=C(C2)C2=CN3C(S2)=C(N=C3)SCCNC(=O)OCC3=CC=C(C=C3)[N+](=O)[O-])C(=O)OCC3=CC=C(C=C3)[N+](=O)[O-])C1=O (4-nitrobenzyl (5R,6S)-6-((1R)-1-hydroxyethyl)-2-[7-[2-(4-nitrobenzyloxycarbonyl)aminoethyl]thioimidazo[5,1-b]thiazol-2-yl]-1-carbapen-2-em-3-carboxylate). Yield: 48.9%. As a reaction SMILES: [OH:1][C@@H:2]([C@H:4]1[C:24](=[O:25])[N:6]2[C@@H:7]([C:11]([O:13][CH2:14][C:15]3[CH:20]=[CH:19][C:18]([N+:21]([O-:23])=[O:22])=[CH:17][CH:16]=3)=[O:12])[C:8](=O)[CH2:9][C@H:5]12)[CH3:3].[N+:26]([C:29]1[CH:63]=[CH:62][C:32]([CH2:33][O:34][C:35]([NH:37][CH2:38][CH2:39][S:40][C:41]2[N:42]=[CH:43][N:44]3[CH:48]=[C:47]([Sn](CCCC)(CCCC)CCCC)[S:46][C:45]=23)=[O:36])=[CH:31][CH:30]=1)([O-:28])=[O:27]>>[OH:1][C@@H:2]([C@H:4]1[C:24](=[O:25])[N:6]2[C:7]([C:11]([O:13][CH2:14][C:15]3[CH:20]=[CH:19][C:18]([N+:21]([O-:23])=[O:22])=[CH:17][CH:16]=3)=[O:12])=[C:8]([C:47]3[S:46][C:45]4=[C:41]([S:40][CH2:39][CH2:38][NH:37][C:35]([O:34][CH2:33][C:32]5[CH:62]=[CH:63][C:29]([N+:26]([O-:28])=[O:27])=[CH:30][CH:31]=5)=[O:36])[N:42]=[CH:43][N:44]4[CH:48]=3)[CH2:9][C@H:5]12)[CH3:3]. Procedure details: The procedure of Example 1a) was repeated, except that 201 mg of 4-nitrobenzyl (3R,5R,6S)-6-((1R)-1-hydroxyethyl)-2-oxo-1-carbapenam-3-carboxylate and 424 mg of 7-[2-(4-nitrobenzyloxycarbonyl)aminoethyl]thio-2-(tri-n-butylstannyl)imidazo[5,1-b]thiazole were used as the starting compounds. Thus, 200 mg of 4-nitrobenzyl (5R,6S)-6-((1R)-1-hydroxyethyl)-2-[7-[2-(4-nitrobenzyloxycarbonyl)aminoethyl]thioimidazo[5,1-b]thiazol-2-yl]-1-carbapen-2-em-3-carboxylate was prepared. The reactants are ClCCCl, O=CN(CC(CC1CCCC1)C(=O)O)OC1CCCCO1, CC(C)NC(C)C, CN(Cc1ccncc1)c1nc(Cl)nc(NN)c1F, CN(C)C=O, On1nnc2cccnc21. Product: CN(Cc1ccncc1)c1nc(Cl)nc(NNC(=O)C(CC2CCCC2)CN(C=O)OC2CCCCO2)c1F. Reaction SMILES: [CH2:58]([Cl:59])[CH2:60][Cl:61].[CH:20]1([CH2:25][CH:26]([C:27](=[O:28])[OH:29])[CH2:30][N:31]([O:32][CH:33]2[O:34][CH2:35][CH2:36][CH2:37][CH2:38]2)[CH:39]=[O:40])[CH2:21][CH2:22][CH2:23][CH2:24]1.[CH:41]([NH:42][CH:43]([CH3:44])[CH3:45])([CH3:46])[CH3:47].[Cl:1][c:2]1[n:3][c:4]([NH:18][NH2:19])[c:5]([F:17])[c:6]([N:8]([CH2:9][c:10]2[cH:11][cH:12][n:13][cH:14][cH:15]2)[CH3:16])[n:7]1.[O:62]=[CH:63][N:64]([CH3:65])[CH3:66].[OH:48][n:49]1[c:50]2[n:51][cH:52][cH:53][cH:54][c:55]2[n:56][n:57]1>>[Cl:1][c:2]1[n:3][c:4]([NH:18][NH:19][C:27]([CH:26]([CH2:25][CH:20]2[CH2:21][CH2:22][CH2:23][CH2:24]2)[CH2:30][N:31]([O:32][CH:33]2[O:34][CH2:35][CH2:36][CH2:37][CH2:38]2)[CH:39]=[O:40])=[O:28])[c:5]([F:17])[c:6]([N:8]([CH2:9][c:10]2[cH:11][cH:12][n:13][cH:14][cH:15]2)[CH3:16])[n:7]1.